From a dataset of the Open Reaction Database (ORD), a public repository of structured organic reaction records. describe an organic reaction: reactants, conditions, products, and yield Reactants: S(=S)(=O)([O-])[O-].[Na+].[Na+] (sodium thiosulphate), BrBr (Bromine), C(C)(C)C1C(C(C2=CC(=CC=C12)C)(C)C)C (1-isopropyl-2,3,3,5-tetramethyl indan), N1=CC=CC=C1 (pyridine). The solvent is C(Cl)(Cl)(Cl)Cl (carbon tetrachloride). Reaction conditions: time 1 hour. Yields the product BrC1=C(C=C2C(C(C(C2=C1)C(C)C)C)(C)C)C (6-bromo-1-isopropyl-2,3,3,5-tetramethyl indan). Reaction SMILES: [Br:1]Br.[CH:3]([CH:6]1[C:14]2[C:9](=[CH:10][C:11]([CH3:15])=[CH:12][CH:13]=2)[C:8]([CH3:17])([CH3:16])[CH:7]1[CH3:18])([CH3:5])[CH3:4].N1C=CC=CC=1.S([O-])([O-])(=O)=S.[Na+].[Na+]>C(Cl)(Cl)(Cl)Cl>[Br:1][C:12]1[CH:13]=[C:14]2[C:9]([C:8]([CH3:17])([CH3:16])[CH:7]([CH3:18])[CH:6]2[CH:3]([CH3:5])[CH3:4])=[CH:10][C:11]=1[CH3:15] |f:3.4.5|. Procedure: 40 ml Bromine is added at 10° C. to a solution of 100 g 1-isopropyl-2,3,3,5-tetramethyl indan (obtained according to Example I or II) and 1 ml pyridine in 50 ml carbon tetrachloride. Then the reaction mixture is stirred during one hour and poured out into an aqueous solution of approximately 25 g sodium thiosulphate. The organic layer is separated, washed with 25% sodium hydroxide and evaporated. The residue is distilled under diminished pressure yielding 105 g 6-bromo-1-isopropyl-2,3,3,5-tetram... The reactants are COC=1C=C(C=C(C1)OC)C(CC1=CC2=C(C=C1)OCO2)=NNS(=O)(=O)C2=CC=C(C)C=C2 (N-[1-(3,5-dimethoxyphenyl)-2-(3,4-methylenedioxyphenyl)ethylidene]-N′-tosylhydrazine), CC(C)([O-])C.[K+] (potassium ter-butoxide), C1(=CC=CC=C1)C (toluene). The solvent is O (water). Conditions: temperature 80 celsius. Yields the product COC=1C=C(C=C(C1)OC)\C=C\C1=CC2=C(C=C1)OCO2 ((E)-3,5-dimethoxy-3′,4′-methylenedioxy-stilbene). Isolated yield 116.4%. RXN SMILES: [CH3:1][O:2][C:3]1[CH:4]=[C:5]([C:11](=NNS(C2C=CC(C)=CC=2)(=O)=O)[CH2:12][C:13]2[CH:18]=[CH:17][C:16]3[O:19][CH2:20][O:21][C:15]=3[CH:14]=2)[CH:6]=[C:7]([O:9][CH3:10])[CH:8]=1.CC(C)([O-])C.[K+].C1(C)C=CC=CC=1>O>[CH3:10][O:9][C:7]1[CH:6]=[C:5](/[CH:11]=[CH:12]/[C:13]2[CH:18]=[CH:17][C:16]3[O:19][CH2:20][O:21][C:15]=3[CH:14]=2)[CH:4]=[C:3]([O:2][CH3:1])[CH:8]=1 |f:1.2|. Procedure details: 39.4 g of N-[1-(3,5-dimethoxyphenyl)-2-(3,4-methylenedioxyphenyl)ethylidene]-N′-tosylhydrazine (0.084 mol) prepared as in Example 30, 19.9 g of potassium ter-butoxide (0.177 mol) and 3.9 g of Triton X100® are introduced into a three-necked round-bottomed flask comprising 190 ml of toluene. The mixture is brought to reflux for 4 h, cooled to approximately 80° C. and 130 ml of water are introduced. Separation by settling is carried out and the aqueous phase is re-extracted with 90 ml of toluene. T... Starting materials: Cl.C1(=CC=CC=C1)C=1CCNCC1 (1,2,3,6-Tetrahydro-4-phenylpyridine hydrochloride), [H][H] (hydrogen). Reagents/catalysts: [C].[Pd] (palladium-carbon). The solvent is CO (methanol). The product is Cl.C1(=CC=CC=C1)C1CCNCC1 (4-Phenylpiperidine hydrochloride). Isolated yield 95.0%. RXN SMILES: [ClH:1].[C:2]1([C:8]2[CH2:9][CH2:10][NH:11][CH2:12][CH:13]=2)[CH:7]=[CH:6][CH:5]=[CH:4][CH:3]=1.[H][H]>CO.[C].[Pd]>[ClH:1].[C:2]1([CH:8]2[CH2:9][CH2:10][NH:11][CH2:12][CH2:13]2)[CH:7]=[CH:6][CH:5]=[CH:4][CH:3]=1 |f:0.1,4.5,6.7|. Procedure: 1,2,3,6-Tetrahydro-4-phenylpyridine hydrochloride (200 mg, 1.0 mmol) and 10% palladium-carbon (30 mg) were stirred in methanol (2 ml) for 19 hours in an atmosphere of hydrogen. The reaction solution was filtered and the resulting residue was thoroughly washed with methanol. Then the filtrate and washed solution were combined and evaporated under a reduced pressure to obtain 190 mg of the title compound (0.95 mmol, 93% in yield). The reactants are C1(=CC=CC=C1)COC(NC[C@H]1CN(CC1)C[C@H](O)C1=C(C=NC2=CC=C(N=C12)OC)F)=O (phenylmethyl[((3S)-1-{(2R)-2-[3-fluoro-6-(methyloxy)-1,5-naphthyridin-4-yl]-2-hydroxyethyl}-3-pyrrolidinyl)methyl]carbamate). The reagents and catalysts are [OH-].[OH-].[Pd+2] (Pd(OH)2). Run in CCO (EtOH). Reaction conditions: time 12 hour. Product: NC[C@H]1CN(CC1)C[C@H](O)C1=C(C=NC2=CC=C(N=C12)OC)F ((1R)-2-[(3S)-3-(aminomethyl)-1-pyrrolidinyl]-1-[3-fluoro-6-(methyloxy)-1,5-naphthyridin-4-yl]ethanol). Isolated yield 99.3%. Reaction SMILES: C1(COC(=O)[NH:10][CH2:11][C@@H:12]2[CH2:16][CH2:15][N:14]([CH2:17][C@@H:18]([C:20]3[C:29]4[C:24](=[CH:25][CH:26]=[C:27]([O:30][CH3:31])[N:28]=4)[N:23]=[CH:22][C:21]=3[F:32])[OH:19])[CH2:13]2)C=CC=CC=1>CCO.[OH-].[OH-].[Pd+2]>[NH2:10][CH2:11][C@@H:12]1[CH2:16][CH2:15][N:14]([CH2:17][C@@H:18]([C:20]2[C:29]3[C:24](=[CH:25][CH:26]=[C:27]([O:30][CH3:31])[N:28]=3)[N:23]=[CH:22][C:21]=2[F:32])[OH:19])[CH2:13]1 |f:2.3.4|. Procedure details: To a solution of phenylmethyl[((3S)-1-{(2R)-2-[3-fluoro-6-(methyloxy)-1,5-naphthyridin-4-yl]-2-hydroxyethyl}-3-pyrrolidinyl)methyl]carbamate (250 mg, 0.55 mmol) in EtOH (5 mL) was added Pd(OH)2 (20 mg). The suspension was hydrogenated at 1 atm of H2 using a balloon. After 12 h, the mixture was filtered and washed several times with MeOH. The filtrate was concentrated to afford the title compound (175 mg, 100%) as an off-white foam, which was used without further purification: LC/MS (ES) m/e 321 ...